From a dataset of the Open Reaction Database (ORD), a public repository of structured organic reaction records. describe an organic reaction: reactants, conditions, products, and yield The reactants are CC#N, c1ccc(P(c2ccccc2)c2ccccc2)cc1, BrCc1ccc2c(n1)CCCC2. Yields the product [Br-], c1ccc([P+](Cc2ccc3c(n2)CCCC3)(c2ccccc2)c2ccccc2)cc1. Reaction SMILES: [CH3:32][C:33]#[N:34].[c:13]1([P:19]([c:20]2[cH:21][cH:22][cH:23][cH:24][cH:25]2)[c:26]2[cH:27][cH:28][cH:29][cH:30][cH:31]2)[cH:14][cH:15][cH:16][cH:17][cH:18]1.[n:1]1[c:2]([CH2:11][Br:12])[cH:3][cH:4][c:5]2[c:10]1[CH2:9][CH2:8][CH2:7][CH2:6]2>>[Br-:12].[n:1]1[c:2]([CH2:11][P+:19]([c:13]2[cH:14][cH:15][cH:16][cH:17][cH:18]2)([c:20]2[cH:21][cH:22][cH:23][cH:24][cH:25]2)[c:26]2[cH:27][cH:28][cH:29][cH:30][cH:31]2)[cH:3][cH:4][c:5]2[c:10]1[CH2:9][CH2:8][CH2:7][CH2:6]2. Starting materials: Nc1[nH]c(=O)n(Cc2ccccc2F)c(=O)c1N=O, O. Product: Nc1[nH]c(=O)n(Cc2ccccc2F)c(=O)c1N. Reaction SMILES: [NH2:1][c:2]1[c:3]([N:18]=[O:19])[c:4](=[O:17])[n:5]([CH2:9][c:10]2[c:11]([F:16])[cH:12][cH:13][cH:14][cH:15]2)[c:6](=[O:8])[nH:7]1.[OH2:20]>>[NH2:1][c:2]1[c:3]([NH2:18])[c:4](=[O:17])[n:5]([CH2:9][c:10]2[c:11]([F:16])[cH:12][cH:13][cH:14][cH:15]2)[c:6](=[O:8])[nH:7]1. Starting materials: CNCCO, ClCc1ccc(Cl)cc1, Cl, Cc1ccccc1C. Product: CN(CCO)Cc1ccc(Cl)cc1. As a reaction SMILES: [CH3:1][NH:2][CH2:3][CH2:4][OH:5].[Cl:6][c:7]1[cH:8][cH:9][c:10]([CH2:11][Cl:12])[cH:13][cH:14]1.[ClH:23].[c:15]1([CH3:16])[c:17]([CH3:18])[cH:19][cH:20][cH:21][cH:22]1>>[CH3:1][N:2]([CH2:3][CH2:4][OH:5])[CH2:11][c:10]1[cH:9][cH:8][c:7]([Cl:6])[cH:14][cH:13]1. Run at time 30 minute. Starting materials: ice water, P(=O)(Cl)(Cl)Cl (phosphorus oxychloride), CC(=O)C (dimethylformaldehyde), CN(C1=CC(=CC=C1)[N+](=O)[O-])C (N,N-dimethyl-3-nitroaniline), C(C)(=O)[O-].[Na+] (sodium acetate). Solvent: CN(C=O)C (dimethylformamide). Reported procedure: In a nitrogen atmosphere, 51 g (0.33 mol) of phosphorus oxychloride (manufactured by Wako Pure Chemical Industries, Ltd.) were added dropwise to 88 ml of cooled dimethylformaldehyde (DMF). The dropping rate was adjusted so as to keep a temperature of 2° C. to 4° C. at the time of dropping, and stirring was further continued for 30 minutes at 2° C. after the completion of dropping. To this mixture, a 70-ml dimethylformamide solution of 54.8 g (0.33 mol) of N,N-dimethyl-3-nitroaniline (manufacture... Yields the product CN(C1=CC(=C(C=O)C=C1)[N+](=O)[O-])C (4-dimethylamino-2-nitrobenzaldehyde). Reaction SMILES: P(Cl)(Cl)(Cl)=O.C[C:7](C)=[O:8].[CH3:10][N:11]([CH3:21])[C:12]1[CH:17]=[CH:16][CH:15]=[C:14]([N+:18]([O-:20])=[O:19])[CH:13]=1.C([O-])(=O)C.[Na+]>CN(C)C=O>[CH3:10][N:11]([CH3:21])[C:12]1[CH:17]=[CH:16][C:15]([CH:7]=[O:8])=[C:14]([N+:18]([O-:20])=[O:19])[CH:13]=1 |f:3.4|. Isolated yield 33.0%.